From a dataset of the Open Reaction Database (ORD), a public repository of structured organic reaction records. describe an organic reaction: reactants, conditions, products, and yield Reaction SMILES: [CH3:1][O:2][C:3]1[CH:4]=[C:5]([NH:11][CH:12]2[CH2:17][CH2:16][N:15]([CH2:18][C:19]3[CH:24]=[CH:23][N:22]=[C:21]([C:25]4[CH:30]=[C:29]([O:31][CH3:32])[C:28]([O:33][CH3:34])=[C:27]([O:35][CH3:36])[CH:26]=4)[CH:20]=3)[CH2:14][CH2:13]2)[CH:6]=[C:7]([O:9][CH3:10])[CH:8]=1.[CH3:37][O:38][C:39]1[CH:40]=[C:41]([C:49]2[CH:50]=[C:51]([CH:54]=[CH:55][CH:56]=2)[CH2:52][Cl:53])[CH:42]=[C:43]([O:47][CH3:48])[C:44]=1[O:45][CH3:46].C1(N)C(F)=C(F)C(F)=C(N)C=1F.[ClH:69].Cl>>[ClH:53].[ClH:69].[CH3:1][O:2][C:3]1[CH:4]=[C:5]([N:11]([CH:12]2[CH2:13][CH2:14][N:15]([CH2:18][C:19]3[CH:24]=[CH:23][N:22]=[C:21]([C:25]4[CH:26]=[C:27]([O:35][CH3:36])[C:28]([O:33][CH3:34])=[C:29]([O:31][CH3:32])[CH:30]=4)[CH:20]=3)[CH2:16][CH2:17]2)[CH2:52][C:51]2[CH:54]=[CH:55][CH:56]=[C:49]([C:41]3[CH:42]=[C:43]([O:47][CH3:48])[C:44]([O:45][CH3:46])=[C:39]([O:38][CH3:37])[CH:40]=3)[CH:50]=2)[CH:6]=[C:7]([O:9][CH3:10])[CH:8]=1 |f:2.3.4,5.6.7|. The product is Cl.Cl.COC=1C=C(C=C(C1)OC)N(CC1=CC(=CC=C1)C1=CC(=C(C(=C1)OC)OC)OC)C1CCN(CC1)CC1=CC(=NC=C1)C1=CC(=C(C(=C1)OC)OC)OC (4-[N-(3,5-Dimethoxyphenyl)-N-[3-(3,4,5-trimethoxyphenyl)benzyl]amino]-1-[[2-(3,4,5-trimethoxyphenyl)pyridin-4-yl]methyl]piperidine Dihydrochloride). Reported procedure: 4-(3,5-Dimethoxyphenylamino)-1-[[2-(3,4,5-trimethoxyphenyl)pyridin-4-yl]methyl]piperidine (148 mg) and 3-(3,4,5-trimethoxyphenyl)benzyl chloride (114 mg) were condensed by the same manner as described in Example 9. Yellow oil of a free base was converted to a dihydrochloride which gave the title compound as yellow powder. Reactants: COC=1C=C(C=C(C1)OC)NC1CCN(CC1)CC1=CC(=NC=C1)C1=CC(=C(C(=C1)OC)OC)OC (4-(3,5-Dimethoxyphenylamino)-1-[[2-(3,4,5-trimethoxyphenyl)pyridin-4-yl]methyl]piperidine), COC=1C=C(C=C(C1OC)OC)C=1C=C(CCl)C=CC1 (3-(3,4,5-trimethoxyphenyl)benzyl chloride), C1(=C(C(=C(C(=C1F)F)F)N)F)N.Cl.Cl (dihydrochloride). Reactants: pinacol ester, N#N (N2), C1(=CC=CC=C1)C (toluene), [O-]P(=O)([O-])[O-].[K+].[K+].[K+] (K3PO4), BrC=1C(=CC(=NC1)Cl)NC1=C(C(=O)NC)C=CC=C1 (2-(5-bromo-2-chloro-pyridin-4-ylamino)-N-methyl-benzamide). Reagents/catalysts: C=1C=CC(=CC1)[P](C=2C=CC=CC2)(C=3C=CC=CC3)[Pd]([P](C=4C=CC=CC4)(C=5C=CC=CC5)C=6C=CC=CC6)([P](C=7C=CC=CC7)(C=8C=CC=CC8)C=9C=CC=CC9)[P](C=1C=CC=CC1)(C=1C=CC=CC1)C=1C=CC=CC1 (Pd(PPh3)4). Run in O (H2O). Reaction conditions: temperature 110 celsius. The product is ClC1=NC=C(C(=C1)NC1=C(C(=O)NC)C=CC=C1)C(=C)C (2-(2-Chloro-5-isopropenyl-pyridin-4-ylamino)-N-methyl-benzamide), solid. Yield: 45.0%. Reaction SMILES: N#N.Br[C:4]1[C:5]([NH:11][C:12]2[CH:21]=[CH:20][CH:19]=[CH:18][C:13]=2[C:14]([NH:16][CH3:17])=[O:15])=[CH:6][C:7]([Cl:10])=[N:8][CH:9]=1.[O-]P([O-])([O-])=O.[K+].[K+].[K+].[C:30]1(C)[CH:35]=CC=C[CH:31]=1>O.C1C=CC([P]([Pd]([P](C2C=CC=CC=2)(C2C=CC=CC=2)C2C=CC=CC=2)([P](C2C=CC=CC=2)(C2C=CC=CC=2)C2C=CC=CC=2)[P](C2C=CC=CC=2)(C2C=CC=CC=2)C2C=CC=CC=2)(C2C=CC=CC=2)C2C=CC=CC=2)=CC=1>[Cl:10][C:7]1[CH:6]=[C:5]([NH:11][C:12]2[CH:21]=[CH:20][CH:19]=[CH:18][C:13]=2[C:14]([NH:16][CH3:17])=[O:15])[C:4]([C:30]([CH3:35])=[CH2:31])=[CH:9][N:8]=1 |f:2.3.4.5,^1:41,43,62,81|. Reported procedure: In a tube a solution of isopropenyboronic acid pinacol ester (3.31 mL, 17.6 mmole, 3 eq) in toluene (200 mL) was degassed with N2 at 50° C. for 15 min. To this was added Pd(PPh3)4 (0.68 g, 0.59 mmole, 0.1 eq) and 2-(5-bromo-2-chloro-pyridin-4-ylamino)-N-methyl-benzamide (2 g, 5.87 mmole, 1 eq). This mixture was again degassed with N2 for 30 min. A degassed solution of K3PO4 (4.98 g, 23.48 mmole, 4 eq) in H2O (8 mL) was added to the above mixture in one portion and the resulting mixture was heate... Yields the product O1COC2=C1C=CC=C2C2CCN(CC2)CC[C@@H]2CC[C@H](CC2)NC(CCC(F)(F)F)=O (Trans-N-{4-[2-(4-Benzo[1,3]dioxol-4-yl-piperidin-1-yl)-ethyl]-cyclohexyl}-4,4,4-trifluoro-butyramide). Reactants: solid, Cl.O1COC2=C1C=CC=C2C2CCN(CC2)CC[C@@H]2CC[C@H](CC2)N (Trans-4-[2-(4-Benzo[1,3]dioxol-4-yl-piperidin-1-yl)-ethyl]-cyclohexylamine hydrochloride), Cl.O1COC2=C1C=CC=C2C2CCN(CC2)CC[C@@H]2CC[C@H](CC2)N (Trans-4-[2-(4-Benzo[1,3]dioxol-4-yl-piperidin-1-yl)-ethyl]-cyclohexylamine hydrochloride), FC(CCC(=O)O)(F)F (4,4,4-trifluorobutanoic acid). Reported procedure: The title compound, white solid (12.8 mg, 35.2%), MS (ISP) m/z=455.4 [(M+H)+], was prepared in accordance with the general method of example 1 from Trans-4-[2-(4-Benzo[1,3]dioxol-4-yl-piperidin-1-yl)-ethyl]-cyclohexylamine hydrochloride (intermediate A) (29.4 mg, 0.080 mmol) and 4,4,4-trifluorobutanoic acid Reaction SMILES: Cl.[O:2]1[C:6]2[CH:7]=[CH:8][CH:9]=[C:10]([CH:11]3[CH2:16][CH2:15][N:14]([CH2:17][CH2:18][C@H:19]4[CH2:24][CH2:23][C@H:22]([NH2:25])[CH2:21][CH2:20]4)[CH2:13][CH2:12]3)[C:5]=2[O:4][CH2:3]1.[F:26][C:27]([F:34])([F:33])[CH2:28][CH2:29][C:30](O)=[O:31]>>[O:2]1[C:6]2[CH:7]=[CH:8][CH:9]=[C:10]([CH:11]3[CH2:16][CH2:15][N:14]([CH2:17][CH2:18][C@H:19]4[CH2:20][CH2:21][C@H:22]([NH:25][C:30](=[O:31])[CH2:29][CH2:28][C:27]([F:34])([F:33])[F:26])[CH2:23][CH2:24]4)[CH2:13][CH2:12]3)[C:5]=2[O:4][CH2:3]1 |f:0.1|. The reactants are ClC1=CC=C(C=C1)N1N=CC(=C1C(F)(F)F)C(=O)Cl (1-(4-Chloro-phenyl)-5-trifluoromethyl-1H-pyrazole-4-carbonyl chloride), NC1=CC=NC=C1 (4-aminopyridine), N1=CC=CC=C1 (pyridine). The solvent is C(C)#N (acetonitrile). Run at temperature 60 celsius. Yields the product N1=CC=C(C=C1)NC(=O)C=1C=NN(C1C(F)(F)F)C1=CC=C(C=C1)Cl (1-(4-chloro-phenyl)-5-trifluoromethyl-1H-pyrazole-4-carboxylic acid pyridine-4-ylamide). Reaction SMILES: [Cl:1][C:2]1[CH:7]=[CH:6][C:5]([N:8]2[C:12]([C:13]([F:16])([F:15])[F:14])=[C:11]([C:17](Cl)=[O:18])[CH:10]=[N:9]2)=[CH:4][CH:3]=1.[NH2:20][C:21]1[CH:26]=[CH:25][N:24]=[CH:23][CH:22]=1.N1C=CC=CC=1>C(#N)C>[N:24]1[CH:25]=[CH:26][C:21]([NH:20][C:17]([C:11]2[CH:10]=[N:9][N:8]([C:5]3[CH:6]=[CH:7][C:2]([Cl:1])=[CH:3][CH:4]=3)[C:12]=2[C:13]([F:16])([F:15])[F:14])=[O:18])=[CH:22][CH:23]=1. Procedure: 1-(4-Chloro-phenyl)-5-trifluoromethyl-1H-pyrazole-4-carbonyl chloride (0.100 g, 0.324 mmol) was added to a solution of 4-aminopyridine (0.036 g, 0.387 mmol) and pyridine (0.078 mL, 0.969 mmol) in acetonitrile (10 mL). The reaction mixture was heated at 60° C. for 12 h, concentrated and the crude product was purified by column chromatography on silica gel to give 1-(4-chloro-phenyl)-5-trifluoromethyl-1H-pyrazole-4-carboxylic acid pyridine-4-ylamide. LCMS m/z=366.9 (M+H)+. Starting materials: BrCc1ccccc1, C1CCOC1, C[Si](C)(C)[N-][Si](C)(C)C, Cc1c(-c2cccnc2)[nH]c2ccccc12, Cl, [K+]. Yields the product Cc1c(-c2cccnc2)n(Cc2ccccc2)c2ccccc12. As a reaction SMILES: [Br:28][CH2:29][c:30]1[cH:31][cH:32][cH:33][cH:34][cH:35]1.[CH2:36]1[O:37][CH2:38][CH2:39][CH2:40]1.[CH3:19][Si:20]([N-:21][Si:22]([CH3:23])([CH3:24])[CH3:25])([CH3:26])[CH3:27].[CH3:2][c:3]1[c:4](-[c:12]2[cH:13][n:14][cH:15][cH:16][cH:17]2)[nH:5][c:6]2[cH:7][cH:8][cH:9][cH:10][c:11]12.[ClH:1].[K+:18]>>[CH3:2][c:3]1[c:4](-[c:12]2[cH:13][n:14][cH:15][cH:16][cH:17]2)[n:5]([CH2:29][c:30]2[cH:31][cH:32][cH:33][cH:34][cH:35]2)[c:6]2[cH:7][cH:8][cH:9][cH:10][c:11]12. Reactants: Cc1[nH]c(C(=O)NC2CCN(c3ncc(S(=O)(=O)O)s3)CC2)c(Cl)c1Cl, N, C1COCCO1. The product is Cc1[nH]c(C(=O)NC2CCN(c3ncc(S(N)(=O)=O)s3)CC2)c(Cl)c1Cl. Reaction SMILES: [Cl:8][c:9]1[c:10]([C:16](=[O:17])[NH:18][CH:19]2[CH2:20][CH2:21][N:22]([c:25]3[s:26][c:27]([S:30](=[O:31])(=[O:32])[OH:33])[cH:28][n:29]3)[CH2:23][CH2:24]2)[nH:11][c:12]([CH3:15])[c:13]1[Cl:14].[NH3:7].[O:1]1[CH2:2][CH2:3][O:4][CH2:5][CH2:6]1>>[NH2:7][S:30]([c:27]1[s:26][c:25]([N:22]2[CH2:21][CH2:20][CH:19]([NH:18][C:16]([c:10]3[c:9]([Cl:8])[c:13]([Cl:14])[c:12]([CH3:15])[nH:11]3)=[O:17])[CH2:24][CH2:23]2)[n:29][cH:28]1)(=[O:31])=[O:33]. Reactants: C(C=C)[C@@]1(C(N([C@@H]([C@H](C1)C1=CC(=CC=C1)Cl)C1=CC=C(C=C1)Cl)[C@H](C(O)C1CC1)CC)=O)C ((3S,5R,6S)-3-allyl-5-(3-chlorophenyl)-6-(4-chlorophenyl)-1-((2S)-1-cyclopropyl-1-hydroxybutan-2-yl)-3-methylpiperidin-2-one), I(=O)(=O)(=O)[O-].[Na+] (sodium meta-periodate), CCOC(=O)C (EtOAc). Reagents/catalysts: O.[Ru](Cl)(Cl)Cl (ruthenium chloride hydrate). The solvent is C(C)#N (acetonitrile), O (water). Reaction conditions: time 20 minute. The product is ClC=1C=C(C=CC1)[C@H]1C[C@](C(N([C@@H]1C1=CC=C(C=C1)Cl)[C@H](C(=O)C1CC1)CC)=O)(C)CC(=O)O (2-((3R,5R,6S)-5-(3-Chlorophenyl)-6-(4-chlorophenyl)-1-((S)-1-cyclopropyl-1-oxobutan-2-yl)-3-methyl-2-oxopiperidin-3-yl)acetic acid). As a reaction SMILES: [CH2:1]([C@@:4]1(C)[CH2:9][C@H:8]([C:10]2[CH:15]=[CH:14][CH:13]=[C:12]([Cl:16])[CH:11]=2)[C@@H:7]([C:17]2[CH:22]=[CH:21][C:20]([Cl:23])=[CH:19][CH:18]=2)[N:6]([C@@H:24]([CH2:30][CH3:31])[CH:25]([CH:27]2[CH2:29][CH2:28]2)[OH:26])[C:5]1=[O:32])C=C.I([O-])(=O)(=O)=O.[Na+].CC[O:42][C:43]([CH3:45])=[O:44]>C(#N)C.O.O.[Ru](Cl)(Cl)Cl>[Cl:16][C:12]1[CH:11]=[C:10]([C@@H:8]2[C@@H:7]([C:17]3[CH:22]=[CH:21][C:20]([Cl:23])=[CH:19][CH:18]=3)[N:6]([C@@H:24]([CH2:30][CH3:31])[C:25]([CH:27]3[CH2:28][CH2:29]3)=[O:26])[C:5](=[O:32])[C@:4]([CH2:45][C:43]([OH:42])=[O:44])([CH3:1])[CH2:9]2)[CH:15]=[CH:14][CH:13]=1 |f:1.2,6.7|. Procedure details: To a stirred solution of (3S,5R,6S)-3-allyl-5-(3-chlorophenyl)-6-(4-chlorophenyl)-1-((2S)-1-cyclopropyl-1-hydroxybutan-2-yl)-3-methylpiperidin-2-one (Example 417, Step A; 60 mg, 0.123 mmol) in EtOAc (1 mL), acetonitrile (1 mL) and water (1.5 mL) was added ruthenium chloride hydrate (2.8 mg, 0.012 mmol) and sodium meta-periodate (6.83 μl, 0.123 mmol) (portionwise over 5 minutes). The reaction was stirred at rt for 20 minutes and then partitioned between EtOAc (60 mL) and water (20 mL). The separa...